Dataset: the Open Reaction Database (ORD), a public repository of structured organic reaction records. Task: describe an organic reaction: reactants, conditions, products, and yield The reactants are C(CCCCCCC)OC(C(O)C(O)C(=O)O)=O (tartaric acid - mono - n - octylester), C1(CCCCC1)N=C=NC1CCCCC1 (N,N'-dicyclohexyl-carbodiimide). The solvent is O1CCCC1 (tetrahydrofuran). The product is C(CCCCCCC)OC([C@@H](O)[C@H](O)C(=O)O)=O (D-Tartaric acid - mono - n - octylester). RXN SMILES: [CH2:1]([O:9][C:10](=[O:18])[CH:11]([CH:13]([C:15]([OH:17])=[O:16])[OH:14])[OH:12])[CH2:2][CH2:3][CH2:4][CH2:5][CH2:6][CH2:7][CH3:8].C1(N=C=NC2CCCCC2)CCCCC1>O1CCCC1>[CH2:1]([O:9][C:10](=[O:18])[C@H:11]([C@@H:13]([C:15]([OH:17])=[O:16])[OH:14])[OH:12])[CH2:2][CH2:3][CH2:4][CH2:5][CH2:6][CH2:7][CH3:8]. Procedure: The tartaric acid - mono - n - octylester is dissolved in tetrahydrofuran and treated with p-vinyl-anilinein presence of N,N'-dicyclohexyl-carbodiimide, D-Tartaric acid - mono - n - octylester (p-vinyl-anilide) is formed in high yields. This product is boiled with tri- (p-vinyl-phenyl)boroxine in benzene in a flask provided with a water separator. In nearly quantitative yield D-tartaric acid - mono - n - octylester - 2,3 -0- (p-vinyl-phenyl-boranate)- (p-vinylanilide) is formed.